This data is from the Open Reaction Database (ORD), a public repository of structured organic reaction records. The task is: describe an organic reaction: reactants, conditions, products, and yield As a reaction SMILES: C([NH:8][CH:9]1[CH2:14][CH2:13][CH:12]([CH2:15][O:16][C:17]2[C:26]3[C:21](=[CH:22][CH:23]=[C:24]([O:27][CH3:28])[CH:25]=3)[N:20]=[CH:19][N:18]=2)[CH2:11][CH2:10]1)C1C=CC=CC=1>CO.[OH-].[OH-].[Pd+2]>[CH3:28][O:27][C:24]1[CH:25]=[C:26]2[C:21](=[CH:22][CH:23]=1)[N:20]=[CH:19][N:18]=[C:17]2[O:16][CH2:15][CH:12]1[CH2:13][CH2:14][CH:9]([NH2:8])[CH2:10][CH2:11]1 |f:2.3.4|. Reactants: C(C1=CC=CC=C1)NC1CCC(CC1)COC1=NC=NC2=CC=C(C=C12)OC (benzyl-[4-(6-methoxy-quinazolin-4-yloxymethyl)-cyclohexyl]-amine). Reagents/catalysts: [OH-].[OH-].[Pd+2] (Pd(OH)2 on carbon). Yields the product COC=1C=C2C(=NC=NC2=CC1)OCC1CCC(CC1)N (4-(6-Methoxy-quinazolin-4-yloxymethyl)-cyclohexylamine). Procedure details: 20% Pd(OH)2 on carbon (1 g) was added to a solution of benzyl-[4-(6-methoxy-quinazolin-4-yloxymethyl)-cyclohexyl]-amine (2 g, 5.3 mmol) in MeOH (30 ml) and hydrogenation was carried out under a hydrogen atmosphere (1 bar) at 65° C. The reaction mixture was filtered and the filtrate was concentrated. The solvent is CO (MeOH). Reactants: O=C(O)CN(C)C(N)=N (creatine), [OH-].[NH4+] (ammonium hydroxide). The solvent is O (water). Product: carboxylate, CN(C(=N)N)CC(=O)[O-].[NH4+] (ammonium 2-(1-methylguanidino)acetate). As a reaction SMILES: [O:1]=[C:2]([CH2:4][N:5]([C:7](=[NH:9])[NH2:8])[CH3:6])[OH:3].[OH-].[NH4+:11]>O>[CH3:6][N:5]([CH2:4][C:2]([O-:3])=[O:1])[C:7]([NH2:9])=[NH:8].[NH4+:11] |f:1.2,4.5|. Procedure: Separately, in a single-necked, round bottomed flask, equipped with a magnetic stirrer, 7.87 g (60 mmol) of creatine is dissolved in 600 ml of water. To this is added 78 ml of 1M ammonium hydroxide with vigorous stirring, until heat production ceases. At this point the water is removed by evaporation to yield the carboxylate salt, ammonium 2-(1-methylguanidino)acetate, shown below. The reactants are C(C)(=O)C1=NC(=CC=C1)C(C)=O (2,6-diacetylpyridine), C(C)(C)O (isopropyl alcohol), [BH4-].[Na+] (sodium borohydride). Product: CC(O)(C1=NC(=CC=C1)CO)C (α,α-Dimethyl-2,6-pyridinedimethanol). RXN SMILES: [C:1]([C:4]1[CH:9]=[CH:8][CH:7]=[C:6]([C:10](=[O:12])[CH3:11])[N:5]=1)(=[O:3])C.[BH4-].[Na+].[CH:15](O)(C)C>>[CH3:15][C:10]([CH3:11])([C:6]1[CH:7]=[CH:8][CH:9]=[C:4]([CH2:1][OH:3])[N:5]=1)[OH:12] |f:1.2|. Procedure details: A 250 mL three-necked round bottom flask fitted with magnetic stirrer and nitrogen inlet was charged with 5.0 g (30.6 mmol) of 2,6-diacetylpyridine and 60 mL of anhydrous isopropyl alcohol. To the stirred solution was added 1.16 g (3.06 mmol) of sodium borohydride in three equal portions. The initially colorless solution became yellow and warmed then slowly returned to pale yellow. The reactants are CC(C)([O-])C.[K+] (potassium tert-butoxide), C1(=CC=C(C=C1)C=1SC2=C(C1)C=CC=C2)C (2-(p-tolyl)benzothiophene), C(C1=CC=C(C=O)C=C1)(=O)O (terephthalaldehydic acid), CC(C)([O-])C.[K+] (potassium tert-but-oxide). Solvent: C(C)(=O)O (acetic acid). Conditions: temperature 35 celsius, time 2 hour. The product is C(=O)(O)C1=CC=C(C=CC2=CC=C(C=C2)C=2SC3=C(C2)C=CC=C3)C=C1 (2-[4-(4-carboxystyryl)phenyl]benzothiophene). As a reaction SMILES: [C:1]1([CH3:16])[CH:6]=[CH:5][C:4]([C:7]2[S:8][C:9]3[CH:15]=[CH:14][CH:13]=[CH:12][C:10]=3[CH:11]=2)=[CH:3][CH:2]=1.[C:17]([OH:27])(=[O:26])[C:18]1[CH:25]=[CH:24][C:21]([CH:22]=O)=[CH:20][CH:19]=1.CC(C)([O-])C.[K+]>C(O)(=O)C>[C:17]([C:18]1[CH:25]=[CH:24][C:21]([CH:22]=[CH:16][C:1]2[CH:2]=[CH:3][C:4]([C:7]3[S:8][C:9]4[CH:15]=[CH:14][CH:13]=[CH:12][C:10]=4[CH:11]=3)=[CH:5][CH:6]=2)=[CH:20][CH:19]=1)([OH:27])=[O:26] |f:2.3|. Reported procedure: A stirred solution of 2.24 g (0.01 mole) of 2-(p-tolyl)benzothiophene and 2.25 g (0.01 mole) of the anil derivative of terephthalaldehydic acid in 150 ml of freshly distilled, dry dimethylformamide was flushed with nitrogen for 10 minutes. The solution was heated to 35°C and 6.72 g (0.06 mole) of potassium tert-but-oxide was added. The color of the reaction mixture changed from violet to brown. Analysis of an aliquot by ultraviolet spectroscopy showed that the reaction was completed after 2 hour... Reactants: O(C1=CC=CC=C1)C1=C(C=CC=C1)C(C#N)CCCC (2-(2-phenoxyphenyl)hexanenitrile), BrCBr (dibromomethane), CS(=O)C (dimethyl sulfoxide), [OH-].[Na+] (sodium hydroxide). Run in O (water). The product is C(#N)C(CBr)(CCCC)C1=C(C=CC=C1)OC1=CC=CC=C1 (2-Cyano-2-(2-phenoxyphenyl)hexyl bromide). Isolated yield 82.3%. Reaction SMILES: [O:1]([C:8]1[CH:13]=[CH:12][CH:11]=[CH:10][C:9]=1[CH:14]([CH2:17][CH2:18][CH2:19][CH3:20])[C:15]#[N:16])[C:2]1[CH:7]=[CH:6][CH:5]=[CH:4][CH:3]=1.[Br:21][CH2:22]Br.CS(C)=O.[OH-].[Na+]>O>[C:15]([C:14]([C:9]1[CH:10]=[CH:11][CH:12]=[CH:13][C:8]=1[O:1][C:2]1[CH:3]=[CH:4][CH:5]=[CH:6][CH:7]=1)([CH2:17][CH2:18][CH2:19][CH3:20])[CH2:22][Br:21])#[N:16] |f:3.4|. Reported procedure: Into a three-necked 300 ml round bottom flask are charged 10 g (0.038 mole) of 2-(2-phenoxyphenyl)hexanenitrile, 6.6 g (0.038 mole) of dibromomethane and 50 ml of dimethyl sulfoxide. To this mixture with stirring is added 3.2 g (0.04 mole) of 50% sodium hydroxide solution dropwise. Reaction mixture is heated to give 60° for two hours and then poured into water and extracted with hexane. Combined hexane extracts are washed with water and dried over MgSO4. Solvent is evaporated under vacuum to giv...